The task is: describe an organic reaction: reactants, conditions, products, and yield. This data is from the Open Reaction Database (ORD), a public repository of structured organic reaction records. Starting materials: [H-].[Na+] (NaH), C(C=C)O (allyl alcohol), ClC1=NC(=C(C2=CC(=CC=C12)OC)C1=CC=CC=C1)C#N (1-chloro-6-methoxy-4-phenylisoquinoline-3-carbonitrile). The solvent is C1CCOC1 (THF). Conditions: time 15 minute. Product: C(C=C)OC1=NC(=C(C2=CC(=CC=C12)OC)C1=CC=CC=C1)C#N (1-(allyloxy)-6-methoxy-4-phenylisoquinoline-3-carbonitrile). Reaction SMILES: [H-].[Na+].[CH2:3]([OH:6])[CH:4]=[CH2:5].Cl[C:8]1[C:17]2[C:12](=[CH:13][C:14]([O:18][CH3:19])=[CH:15][CH:16]=2)[C:11]([C:20]2[CH:25]=[CH:24][CH:23]=[CH:22][CH:21]=2)=[C:10]([C:26]#[N:27])[N:9]=1>C1COCC1>[CH2:3]([O:6][C:8]1[C:17]2[C:12](=[CH:13][C:14]([O:18][CH3:19])=[CH:15][CH:16]=2)[C:11]([C:20]2[CH:25]=[CH:24][CH:23]=[CH:22][CH:21]=2)=[C:10]([C:26]#[N:27])[N:9]=1)[CH:4]=[CH2:5] |f:0.1|. Procedure: To a suspension of NaH (60% in mineral oil, 14 mg) in 2 mL TEF was added 23 uL of allyl alcohol. The mixture was stirred for 15 min at room temp, then 100 mg of 1-chloro-6-methoxy-4-phenylisoquinoline-3-carbonitrile in 1.5 ml THF was added via cannula. The reaction was heated to 66 C for 16 h, then cooled to room temp, quenched with saturated aqueous NH4Cl, and partitioned between EtOAc and saturated aqueous sodium bicarbonate. The organic solution was washed once with brine, then dried (Na2SO4)... The reactants are Cc1cc(CCCCCBr)on1, O=C([O-])[O-], CC#N, [I-], [K+], [K+], [Na+], Oc1ccc(-c2nnco2)cc1. Yields the product Cc1cc(CCCCCOc2ccc(-c3nnco3)cc2)on1. RXN SMILES: [Br:13][CH2:14][CH2:15][CH2:16][CH2:17][CH2:18][c:19]1[cH:20][c:21]([CH3:24])[n:22][o:23]1.[C:25](=[O:26])([O-:27])[O-:28].[CH3:33][C:34]#[N:35].[I-:32].[K+:29].[K+:30].[Na+:31].[o:1]1[c:2](-[c:6]2[cH:7][cH:8][c:9]([OH:12])[cH:10][cH:11]2)[n:3][n:4][cH:5]1>>[o:1]1[c:2](-[c:6]2[cH:7][cH:8][c:9]([O:12][CH2:14][CH2:15][CH2:16][CH2:17][CH2:18][c:19]3[cH:20][c:21]([CH3:24])[n:22][o:23]3)[cH:10][cH:11]2)[n:3][n:4][cH:5]1. Starting materials: CC(C)(C)C(=O)c1ccc(C(=O)Cl)cc1, C1CCOC1, CC(C)(C)C(=O)c1ccc(C(N)=O)cc1, [Cl-], [NH4+]. Product: CC(C)(C)C(=O)c1ccc(C(=O)NC(=O)c2ccc(C(=O)C(C)(C)C)cc2)cc1. As a reaction SMILES: [C:16]([C:17]([CH3:18])([CH3:19])[CH3:20])(=[O:21])[c:22]1[cH:23][cH:24][c:25]([C:26](=[O:27])[Cl:28])[cH:29][cH:30]1.[CH2:33]1[O:34][CH2:35][CH2:36][CH2:37]1.[CH3:1][C:2]([C:3](=[O:4])[c:5]1[cH:6][cH:7][c:8]([C:9](=[O:10])[NH2:11])[cH:12][cH:13]1)([CH3:14])[CH3:15].[Cl-:31].[NH4+:32]>>[CH3:1][C:2]([C:3](=[O:4])[c:5]1[cH:6][cH:7][c:8]([C:9](=[O:10])[NH:11][C:26]([c:25]2[cH:24][cH:23][c:22]([C:16]([C:17]([CH3:18])([CH3:19])[CH3:20])=[O:21])[cH:30][cH:29]2)=[O:27])[cH:12][cH:13]1)([CH3:14])[CH3:15]. Starting materials: [OH-].[Na+] (sodium hydroxide), COC1=CC=C(C=C1)C1=CC=C(C=C1)CC(=O)OCC (ethyl 4-(4-methoxyphenyl)phenylacetate), Cl (hydrochloric acid). Run in C(C)O (ethanol). Run at time 2 day. The product is COC1=CC=C(C=C1)C1=CC=C(C=C1)CC(=O)O (4-(4-methoxyphenyl)-phenylacetic acid). Yield: 232.6%. Reaction SMILES: [CH3:1][O:2][C:3]1[CH:8]=[CH:7][C:6]([C:9]2[CH:14]=[CH:13][C:12]([CH2:15][C:16]([O:18]CC)=[O:17])=[CH:11][CH:10]=2)=[CH:5][CH:4]=1.[OH-].[Na+].Cl>C(O)C>[CH3:1][O:2][C:3]1[CH:4]=[CH:5][C:6]([C:9]2[CH:14]=[CH:13][C:12]([CH2:15][C:16]([OH:18])=[O:17])=[CH:11][CH:10]=2)=[CH:7][CH:8]=1 |f:1.2|. Procedure details: To a solution of 250 mg (0.93 mmol) of ethyl 4-(4-methoxyphenyl)phenylacetate in 30 ml of ethanol was added, with cooling with ice, 5 ml of 40% sodium hydroxide aqueous solution. This mixture was stirred at room temperature for 2 days. The reaction mixture was neutralized with 3 M hydrochloric acid, and the solvent was then removed by evaporation under reduced pressure. Thereafter, the pH of the resulting mixture was adjusted to 1 with 3 M hydrochloric acid, and this mixture was subjected to ext... Starting materials: NC1=C(C(=NN1C=1C=C(C(=O)NC2CC2)C=CC1C)OCC)C(C1=CC=CC=C1)=O (3-(5-amino-4-benzoyl-3-ethoxy-pyrazol-1-yl)-N-cyclopropyl-4-methyl-benzamide), CCN=C=NCCCN(C)C (EDCI), C=1C=CC2=C(C1)N=NN2O (HOBt), C(C)(C)N(CC)C(C)C (diisopropylethylamine), C1(CC1)N (cyclopropylamine), C1(CC1)N (cyclopropylamine). Solvent: CN(C)C=O (DMF). Run at time 20 minute. Product: NC1=C(C=NN1C=1C=C(C(=O)NC2CC2)C=CC1C)C(C1=CC=CC=C1)=O (3-(5-amino-4-benzoyl-pyrazol-1-yl)-N-cyclopropyl-4-methylbenzamide). Isolated yield 66.2%. As a reaction SMILES: [NH2:1][C:2]1[N:6]([C:7]2[CH:8]=[C:9]([CH:16]=[CH:17][C:18]=2[CH3:19])[C:10]([NH:12][CH:13]2[CH2:15][CH2:14]2)=[O:11])[N:5]=[C:4](OCC)[C:3]=1[C:23](=[O:30])[C:24]1[CH:29]=[CH:28][CH:27]=[CH:26][CH:25]=1.CCN=C=NCCCN(C)C.C1C=CC2N(O)N=NC=2C=1.C(N(C(C)C)CC)(C)C.C1(N)CC1>CN(C=O)C>[NH2:1][C:2]1[N:6]([C:7]2[CH:8]=[C:9]([CH:16]=[CH:17][C:18]=2[CH3:19])[C:10]([NH:12][CH:13]2[CH2:14][CH2:15]2)=[O:11])[N:5]=[CH:4][C:3]=1[C:23](=[O:30])[C:24]1[CH:25]=[CH:26][CH:27]=[CH:28][CH:29]=1. Procedure: To a stirred solution of acid 4 (46 g, 0.143 mol, 1.0 equiv) in DMF (1.9 L) was added EDCI (57.5 g, 0.299 mol, 2.09 equiv), HOBt (41.4 g, 0.306, 2.14 equiv) and diisopropylethylamine (76.6 g, 0.59 mol, 4.15 equiv) and the solution was stirred for 20 minutes at room temperature. Then it was cooled to 15-20° C. and cyclopropylamine (20.6 g, 0.36 mol, 2.51 equiv) was added and stirred at room temperature. The reaction was monitored by TLC. After 14 hours, since the reaction was not complete and add... Starting materials: C(C1=CC=CC=C1)OCCCN1C=C(C2=CC(=CC=C12)F)N1C(NN=C1C1=CN(C2=CC=C(C=C12)F)C)=O (4-[1-(3-Benzyloxy-propyl)-5-fluoro-indol-3-yl]-5-(5-fluoro-1-methyl-indol-3-yl)-2,4-dihydro-[1,2,4]triazol-3-one), Br (hydrobromic acid). The solvent is C(C)(=O)O (acetic acid). Reaction conditions: temperature 80 celsius, time 12 hour. Yields the product BrCCCN1C=C(C2=CC(=CC=C12)F)N1C(NN=C1C1=CN(C2=CC=C(C=C12)F)C)=O (4-[1-(3-Bromopropyl)-5-fluoro-indol-3-yl]-5-(5-fluoro-1-methyl-indol-3-yl)-2,4-dihydro-[1,2,4]triazol-3-one). Isolated yield 97.0%. As a reaction SMILES: C(O[CH2:9][CH2:10][CH2:11][N:12]1[C:20]2[C:15](=[CH:16][C:17]([F:21])=[CH:18][CH:19]=2)[C:14]([N:22]2[C:26]([C:27]3[C:35]4[C:30](=[CH:31][CH:32]=[C:33]([F:36])[CH:34]=4)[N:29]([CH3:37])[CH:28]=3)=[N:25][NH:24][C:23]2=[O:38])=[CH:13]1)C1C=CC=CC=1.[BrH:39]>C(O)(=O)C>[Br:39][CH2:9][CH2:10][CH2:11][N:12]1[C:20]2[C:15](=[CH:16][C:17]([F:21])=[CH:18][CH:19]=2)[C:14]([N:22]2[C:26]([C:27]3[C:35]4[C:30](=[CH:31][CH:32]=[C:33]([F:36])[CH:34]=4)[N:29]([CH3:37])[CH:28]=3)=[N:25][NH:24][C:23]2=[O:38])=[CH:13]1. Reported procedure: In a flask was added the compound obtained in Example 1, (1.0 g, 2.36 mmol) in acetic acid (30 mL). To this solution was added hydrobromic acid (33% in acetic acid, 8 mL), and the flask was sealed. The flask was heated with stirring in an oil bath (80° C.) for 12 hours. The reaction was monitored on LC-MS, which confirmed the completion of the reaction. The volatiles were removed in vaccuo, and the residue was partitioned between ethyl acetate and water (50+50 mL). The organic phase was washed t... Starting materials: c1ccc2c(c1)OCCOCCOc1ccccc1OCCOCCO2, Cc1c(Cl)cccc1Cl, [K+], [OH-], O, OCCOCCO. Yields the product Cc1c(O)cccc1Cl. As a reaction SMILES: [CH2:12]1[O:13][CH2:15][CH2:16][O:17][c:18]2[c:19]([cH:20][cH:21][cH:22][cH:23]2)[O:24][CH2:25][CH2:26][O:27][CH2:28][CH2:29][O:30][c:31]2[c:32]([cH:33][cH:34][cH:35][cH:36]2)[O:14][CH2:37]1.[Cl:1][c:2]1[c:3]([CH3:9])[c:4]([Cl:8])[cH:5][cH:6][cH:7]1.[K+:11].[OH-:10].[OH2:38].[OH:39][CH2:40][CH2:41][O:42][CH2:43][CH2:44][OH:45]>>[Cl:1][c:2]1[c:3]([CH3:9])[c:4]([OH:14])[cH:5][cH:6][cH:7]1. The reactants are C(C)OC(=O)C=1N=NN(C1)CC1=CC=C(C=C1)CO (1-(4-Hydroxymethyl-benzyl)-1H-[1,2,3]triazole-4-carboxylic acid ethyl ester), O.[OH-].[Li+] (lithiumhydroxide-hydrate). Solvent: CO (MeOH), O (water). Conditions: temperature 30 celsius, time 3 hour. Product: OCC1=CC=C(CN2N=NC(=C2)C(=O)O)C=C1 (1-(4-Hydroxymethyl-benzyl)-1H-[1,2,3]triazole-4-carboxylic acid). RXN SMILES: C([O:3][C:4]([C:6]1[N:7]=[N:8][N:9]([CH2:11][C:12]2[CH:17]=[CH:16][C:15]([CH2:18][OH:19])=[CH:14][CH:13]=2)[CH:10]=1)=[O:5])C.O.[OH-].[Li+]>CO.O>[OH:19][CH2:18][C:15]1[CH:16]=[CH:17][C:12]([CH2:11][N:9]2[CH:10]=[C:6]([C:4]([OH:5])=[O:3])[N:7]=[N:8]2)=[CH:13][CH:14]=1 |f:1.2.3|. Procedure: A mixture of 1-(4-Hydroxymethyl-benzyl)-1H-[1,2,3]triazole-4-carboxylic acid ethyl ester (4.35 g, 9.42 mmol) and lithiumhydroxide-hydrate (1.976 g, 47.1 mmol) in 80 mL MeOH and 80 mL water was stirred at 30° C. for 3 h. The methanol was evaporated in vacuo. The residual aqueous layer was washed with ethyl acetate, acidified with 1 N aq. HCl and extracted with ethyl acetate. The organic layer was dried over MgSO4, filtered and evaporated to yield the crude product which was used in the next step ... Reactants: C(C)OC(CCCCC(C1=CC2=CC=CC=C2C=C1)=NO)=O.NC(CCCCC(=O)OCC)C1=CC2=CC=CC=C2C=C1 (Ethyl 6-amino-6-(2-naphthyl)hexanoate Ethyl 6-hydroxyimino-6-(2-naphthyl)hexanoate), [H][H] (hydrogen). Reagents/catalysts: [Pt]=O (platinum oxide). Solvent: C(C)(=O)O (acetic acid). The product is NC(CCCCC(=O)OCC)C1=CC2=CC=CC=C2C=C1 (ethyl 6-amino-6-(2-naphthyl)hexanoate). The yield is 129.1%. As a reaction SMILES: [CH2:1]([O:3][C:4](=[O:22])[CH2:5][CH2:6][CH2:7][CH2:8][C:9](=[N:20]O)[C:10]1[CH:19]=[CH:18][C:17]2[C:12](=[CH:13][CH:14]=[CH:15][CH:16]=2)[CH:11]=1)[CH3:2].NC(C1C=CC2C(=CC=CC=2)C=1)CCCCC(OCC)=O.[H][H]>C(O)(=O)C.[Pt]=O>[NH2:20][CH:9]([C:10]1[CH:19]=[CH:18][C:17]2[C:12](=[CH:13][CH:14]=[CH:15][CH:16]=2)[CH:11]=1)[CH2:8][CH2:7][CH2:6][CH2:5][C:4]([O:3][CH2:1][CH3:2])=[O:22] |f:0.1|. Procedure details: Ethyl 6-amino-6-(2-naphthyl)hexanoate Ethyl 6-hydroxyimino-6-(2-naphthyl)hexanoate (19.2 g) and platinum oxide (0.96 g) were suspended in acetic acid (160 ml) and the suspension was stirred in a hydrogen atmosphere at room temperature for 10 hours. The catalyst was then filtered off and the filtrate was concentrated. The residue was dispersed in saturated aqueous sodium hydrogen carbonate solution and extracted with ethyl acetate. This extract was dried over anhydrous sodium sulfate and concentr... Reactants: ON1N=NC2=C1C=CC=C2 (1-hydroxybenzotriazole), C1=CC=C(C=C1)C(=O)NN (benzohydrazine), C(C)N=C=NCCCN(C)C (1-ethyl-3-(3-dimethylaminopropyl)-carbodiimide), N1=CC(=CC=C1)OC(=O)N1CCC(CC1)C(=O)O (1-[(pyridin-3 yloxy)carbonyl]piperidine-4-carboxylic acid). Solvent: O (water), C(Cl)(Cl)Cl (chloroform), C(Cl)Cl (DCM). Reaction conditions: time 15 hour. The product is N1=CC(=CC=C1)C1N(CCC(C1)C(=O)NNC(C1=CC=CC=C1)=O)C(=O)O (pyridin-3-yl 4-[(2-benzoylhydrazino)carbonyl]piperidine-1-carboxylic acid). Yield: 55.3%. RXN SMILES: N1C=CC=C([O:7][C:8]([N:10]2[CH2:15][CH2:14][CH:13]([C:16]([OH:18])=O)[CH2:12][CH2:11]2)=[O:9])C=1.O[N:20]1[C:24]2C=[CH:26][CH:27]=[CH:28][C:23]=2N=N1.[CH:29]1[CH:34]=[CH:33][C:32]([C:35]([NH:37][NH2:38])=[O:36])=[CH:31][CH:30]=1.C(N=C=NCCCN(C)C)C>O.C(Cl)(Cl)Cl.C(Cl)Cl>[N:20]1[CH:26]=[CH:27][CH:28]=[C:23]([CH:15]2[CH2:14][CH:13]([C:16]([NH:38][NH:37][C:35](=[O:36])[C:32]3[CH:33]=[CH:34][CH:29]=[CH:30][CH:31]=3)=[O:18])[CH2:12][CH2:11][N:10]2[C:8]([OH:7])=[O:9])[CH:24]=1. Procedure: To a mixture of 1-[(pyridin-3 yloxy)carbonyl]piperidine-4-carboxylic acid (1.5 g) and DCM (15 mL) were added 1-hydroxybenzotriazole (HOBt) (0.85 g), benzohydrazine (0.86 g), and 1-ethyl-3-(3-dimethylaminopropyl)-carbodiimide (WSC) hydrochloride (1.21 g), followed by stirring at room temperature for about 15 hours. To the reaction liquid were added chloroform and water, and the organic phase was separated. The organic phase was washed with water and saturated brine, and dried over magnesium sulfa...